From a dataset of the Open Reaction Database (ORD), a public repository of structured organic reaction records. describe an organic reaction: reactants, conditions, products, and yield Starting materials: CN(C)C=O (DMF), O.NN (hydrazine monohydrate), NC1=NC(=CC(=N1)C1=CC(=C(C#N)C(=C1)F)F)N1[C@@H](COCC1)C (4-{2-Amino-6-[(3R)-3-methyl-4-morpholinyl]-4-pyrimidinyl}-2,6-difluorobenzonitrile), C[O-].[Na+] (sodium methoxide), [Na] (sodium). Reagents/catalysts: C(C)(=O)O (Acetic acid). Solvent: CO (CH3OH), CO (methanol), CO (methanol). Reaction conditions: temperature 100 celsius, time 4 hour. Yields the product [NH4+].[OH-] (NH4OH), NC1=NC(=CC(=N1)C1=CC(=C2C(=NNC2=C1)N)OC)N1[C@@H](COCC1)C (6-{2-Amino-6-[(3R)-3-methyl-4-morpholinyl]-4-pyrimidinyl}-4-(methyloxy)-1H-indazol-3-amine). RXN SMILES: [NH2:1][C:2]1[N:7]=[C:6]([C:8]2[CH:15]=C(F)[C:11]([C:12]#[N:13])=[C:10](F)[CH:9]=2)[CH:5]=[C:4]([N:18]2[CH2:23][CH2:22][O:21][CH2:20][C@H:19]2[CH3:24])[N:3]=1.[CH3:25][O-:26].[Na+].[Na].[OH2:29].[NH2:30][NH2:31].[CH3:32]N(C=O)C>CO.C(O)(=O)C>[NH4+:1].[OH-:21].[NH2:1][C:2]1[N:7]=[C:6]([C:8]2[CH:9]=[C:10]3[C:11]([C:12]([NH2:13])=[N:30][NH:31]3)=[C:25]([O:26][CH3:32])[CH:15]=2)[CH:5]=[C:4]([N:18]2[CH2:23][CH2:22][O:29][CH2:20][C@H:19]2[CH3:24])[N:3]=1 |f:1.2,4.5,9.10,^1:27|. Reported procedure: 4-{2-Amino-6-[(3R)-3-methyl-4-morpholinyl]-4-pyrimidinyl}-2,6-difluorobenzonitrile (500 mg, 1.509 mmol) was suspended in CH3OH (7 mL) with stirring in a 50 mL round bottom flask under nitrogen, and a solution of sodium methoxide in methanol (freshly prepared from sodium (41.6 mg, 1.811 mmol) and methanol (3 mL)) was added. The mixture was stirred at room temperature monitoring it by HPLC. After 4 hours, the reaction was not changing and seemed to stop. Since it was a suspension and solubility wa... Starting materials: C(C)[Si](Cl)(CC)CC (triethylchlorosilane), C(C)(C)(C)OC(=O)C1=C(SC=2COC(CC21)CO)N (2-amino-5-hydroxymethyl-4,7-dihydro-5H-thieno[2,3-c]pyran-3-carboxylic acid tert-butyl ester), C(C)(C)(C)OC(=O)C1=C(SC=2C(OCCC21)CO)N (2-amino-7-hydroxymethyl-4,7-dihydro-5H-thieno[2,3-c]pyran-3-carboxylic acid tert-butyl ester), C(C)(C)N(CC)C(C)C (diisopropylethylamine). Run in ClCCl (dichloromethane). Reaction conditions: temperature 0 celsius, time 5 minute. Yields the product C(C)(C)(C)OC(=O)C1=C(SC=2COC(CC21)CO[Si](CC)(CC)CC)N (2-amino-5-triethylsilanyloxymethy-4,7-dihydro-5H-thieno[2,3-c]pyran-3-carboxylic acid tert-butyl ester), C(C)(C)(C)OC(=O)C1=C(SC=2C(OCCC21)CO[Si](CC)(CC)CC)N (2-amino-7-triethylsilanyloxymethy-4,7-dihydro-5H-thieno[2,3-c]pyran-3-carboxylic acid tert-butyl ester). Isolated yield 69.0%. RXN SMILES: [C:1]([O:5][C:6]([C:8]1[C:16]2[CH2:15][CH:14]([CH2:17][OH:18])[O:13][CH2:12][C:11]=2[S:10][C:9]=1[NH2:19])=[O:7])([CH3:4])([CH3:3])[CH3:2].[C:20]([O:24][C:25]([C:27]1[C:35]2[CH2:34][CH2:33][O:32][CH:31]([CH2:36][OH:37])[C:30]=2[S:29][C:28]=1[NH2:38])=[O:26])([CH3:23])([CH3:22])[CH3:21].C(N(C(C)C)CC)(C)C.[CH2:48]([Si:50]([CH2:54][CH3:55])([CH2:52][CH3:53])Cl)[CH3:49]>ClCCl>[C:1]([O:5][C:6]([C:8]1[C:16]2[CH2:15][CH:14]([CH2:17][O:18][Si:50]([CH2:54][CH3:55])([CH2:52][CH3:53])[CH2:48][CH3:49])[O:13][CH2:12][C:11]=2[S:10][C:9]=1[NH2:19])=[O:7])([CH3:4])([CH3:2])[CH3:3].[C:20]([O:24][C:25]([C:27]1[C:35]2[CH2:34][CH2:33][O:32][CH:31]([CH2:36][O:37][Si:50]([CH2:54][CH3:55])([CH2:52][CH3:53])[CH2:48][CH3:49])[C:30]=2[S:29][C:28]=1[NH2:38])=[O:26])([CH3:23])([CH3:21])[CH3:22]. Procedure: To a solution of a mixture of 2-amino-5-hydroxymethyl-4,7-dihydro-5H-thieno[2,3-c]pyran-3-carboxylic acid tert-butyl ester and 2-amino-7-hydroxymethyl-4,7-dihydro-5H-thieno[2,3-c]pyran-3-carboxylic acid tert-butyl ester (1:4 estimated based on 1H NMR) (200 mg, 0.70 mmol) and diisopropylethylamine (0.25 ml, 1.4 mmol) in dichloromethane (6.0 ml) cooled to 0° C. under nitrogen was added triethylchlorosilane (0.18 ml, 1.1 mmol). The solution was stirred at 0° C. for 5 min. and then stirred at room t... Reactants: CC(=O)Oc1c(C(C)(C)C)cc2c(c1C(C)(C)C)CC(C)(CI)O2, CN(C)C=O, [Cl-], [H-], [NH4+], [Na+], O=[N+]([O-])c1ccc(O)cc1. Yields the product CC(=O)Oc1c(C(C)(C)C)cc2c(c1C(C)(C)C)CC(C)(COc1ccc([N+](=O)[O-])cc1)O2. As a reaction SMILES: [C:13]([CH3:14])(=[O:15])[O:16][c:17]1[c:18]([C:33]([CH3:34])([CH3:35])[CH3:36])[cH:19][c:20]2[c:21]([c:28]1[C:29]([CH3:30])([CH3:31])[CH3:32])[CH2:22][C:23]([CH3:25])([CH2:26][I:27])[O:24]2.[CH3:39][N:40]([CH3:41])[CH:42]=[O:43].[Cl-:37].[H-:11].[NH4+:38].[Na+:12].[OH:1][c:2]1[cH:3][cH:4][c:5]([N+:8]([O-:9])=[O:10])[cH:6][cH:7]1>>[O:1]([c:2]1[cH:3][cH:4][c:5]([N+:8]([O-:9])=[O:10])[cH:6][cH:7]1)[CH2:26][C:23]1([CH3:25])[CH2:22][c:21]2[c:20]([cH:19][c:18]([C:33]([CH3:34])([CH3:35])[CH3:36])[c:17]([O:16][C:13]([CH3:14])=[O:15])[c:28]2[C:29]([CH3:30])([CH3:31])[CH3:32])[O:24]1. Starting materials: CO, CCOC(=O)CC(CCCCCNS(=O)(=O)c1ccc(Cl)cc1)CCCCc1cccnc1, [Na+], [OH-]. Yields the product O=C(O)CC(CCCCCNS(=O)(=O)c1ccc(Cl)cc1)CCCCc1cccnc1. As a reaction SMILES: [CH3:34][OH:35].[Cl:1][c:2]1[cH:3][cH:4][c:5]([S:8](=[O:9])(=[O:10])[NH:11][CH2:12][CH2:13][CH2:14][CH2:15][CH2:16][CH:17]([CH2:18][C:19](=[O:20])[O:21][CH2:22][CH3:23])[CH2:24][CH2:25][CH2:26][CH2:27][c:28]2[cH:29][n:30][cH:31][cH:32][cH:33]2)[cH:6][cH:7]1.[Na+:37].[OH-:36]>>[Cl:1][c:2]1[cH:3][cH:4][c:5]([S:8](=[O:9])(=[O:10])[NH:11][CH2:12][CH2:13][CH2:14][CH2:15][CH2:16][CH:17]([CH2:18][C:19](=[O:20])[OH:21])[CH2:24][CH2:25][CH2:26][CH2:27][c:28]2[cH:29][n:30][cH:31][cH:32][cH:33]2)[cH:6][cH:7]1. The reactants are FC1=C(C(=O)Cl)C(=CC=C1)F (2,6-difluorobenzoyl chloride), CC=1OC2=C(C1C=1C=CC(=NC1)N)C=CC=C2 (5-(2-methylbenzofuran-3-yl)pyridin-2-amine), CCN(C(C)C)C(C)C (Hünig's base). The solvent is ClCCl (dichloromethane), ClCCl (dichloromethane), O1CCCC1 (tetrahydrofuran), CO (methanol), [OH-].[Na+] (sodium hydroxide). Conditions: temperature 60 celsius, time 0.5 hour. Product: FC1=C(C(=O)NC2=NC=C(C=C2)C2=C(OC3=C2C=CC=C3)C)C(=CC=C1)F (2,6-difluoro-N-(5-(2-methylbenzofuran-3-yl)pyridin-2-yl)benzamide). Isolated yield 97.4%. As a reaction SMILES: [F:1][C:2]1[CH:10]=[CH:9][CH:8]=[C:7]([F:11])[C:3]=1[C:4](Cl)=[O:5].[CH3:12][C:13]1[O:14][C:15]2[CH:28]=[CH:27][CH:26]=[CH:25][C:16]=2[C:17]=1[C:18]1[CH:19]=[CH:20][C:21]([NH2:24])=[N:22][CH:23]=1.CCN(C(C)C)C(C)C>ClCCl.O1CCCC1.CO.[OH-].[Na+]>[F:1][C:2]1[CH:10]=[CH:9][CH:8]=[C:7]([F:11])[C:3]=1[C:4]([NH:24][C:21]1[CH:20]=[CH:19][C:18]([C:17]2[C:16]3[CH:25]=[CH:26][CH:27]=[CH:28][C:15]=3[O:14][C:13]=2[CH3:12])=[CH:23][N:22]=1)=[O:5] |f:6.7|. Procedure: Under an atmosphere of argon, 2,6-difluorobenzoyl chloride (47 mg, 0.3 mmol) was added to a stirred solution of 245 (30 mg, 0.1 mmol) and Hünig's base (140 μL, 104 mg, 0.8 mmol) in dichloromethane (1.0 mL) at room temperature. The reaction was stirred for 0.5 h. The solution was diluted with tetrahydrofuran (0.8 mL), methanol (0.6 mL) and 2 M sodium hydroxide solution (0.2 mL). The mixture was stirred and heated to 60° C. for 15 min then cooled to room temperature, diluted with dichloromethane (... The reactants are N(=[N+]=[N-])C[C@H]1CN(C(O1)=O)C1=CC=C(C=C1)C1=NOC=C1 ((5R)-5-(Azidomethyl)-3-(4-isoxazol-3-ylphenyl)-1,3-oxazolidin-2-one), C(Cl)Cl.CO.C1CCOC1.O (CH2Cl2 MeOH THF H2O), polystyrene triphenylphosphine resin. Reaction conditions: time 8 hour. The product is [Cl-].O1N=C(C=C1)C1=CC=C(C=C1)N1C(O[C@H](C1)C[NH3+])=O ([(5S)-3-(4-Isoxazol-3-ylphenyl)-2-oxo-1,3-oxazolidin-5-yl]methanaminium chloride). RXN SMILES: [N:1]([CH2:4][C@@H:5]1[O:9][C:8](=[O:10])[N:7]([C:11]2[CH:16]=[CH:15][C:14]([C:17]3[CH:21]=[CH:20][O:19][N:18]=3)=[CH:13][CH:12]=2)[CH2:6]1)=[N+]=[N-].C(Cl)[Cl:23].CO.C1COCC1.O>>[Cl-:23].[O:19]1[CH:20]=[CH:21][C:17]([C:14]2[CH:15]=[CH:16][C:11]([N:7]3[CH2:6][C@H:5]([CH2:4][NH3+:1])[O:9][C:8]3=[O:10])=[CH:12][CH:13]=2)=[N:18]1 |f:1.2.3.4,5.6|. Procedure: [(5R)-3-(4-Isoxazol-3-ylphenyl)-2-oxo-1,3-oxazolidin-5-yl]methyl methanesulfonate (Intermediate 7,400 mg, 1.18 mmol), sodium azide (99 mg, 1.53 mmol), 18 crown-6 (23.6 mg, 0.089 mmol) and tetrabutylammonium iodide (28.2 mg, 0.076 mmol) were combined in DMF (5 ml) and heated to 60° C. for 4 hours. EtOAc (20 ml) was added and the organic layers were washed with brine (3×20 ml), dried over Na2SO4 and concentrated under vacuum to yield (5R)-5-(azidomethyl)-3-(4-isoxazol-3-ylphenyl)-1,3-oxazolidin-2-...